Dataset: the Open Reaction Database (ORD), a public repository of structured organic reaction records. Task: describe an organic reaction: reactants, conditions, products, and yield The reactants are CCCCCCCCCCCCCCCCCCOCC(CO)OCc1ccccc1, Cc1ccc(S(=O)(=O)Cl)cc1, c1ccncc1. Product: CCCCCCCCCCCCCCCCCCOCC(COS(=O)(=O)c1ccc(C)cc1)OCc1ccccc1. RXN SMILES: [CH2:1]([c:2]1[cH:3][cH:4][cH:5][cH:6][cH:7]1)[O:8][CH:9]([CH2:10][OH:11])[CH2:12][O:13][CH2:14][CH2:15][CH2:16][CH2:17][CH2:18][CH2:19][CH2:20][CH2:21][CH2:22][CH2:23][CH2:24][CH2:25][CH2:26][CH2:27][CH2:28][CH2:29][CH2:30][CH3:31].[S:32](=[O:33])(=[O:34])([c:35]1[cH:36][cH:37][c:38]([CH3:39])[cH:40][cH:41]1)[Cl:42].[cH:43]1[cH:44][cH:45][n:46][cH:47][cH:48]1>>[CH2:1]([c:2]1[cH:3][cH:4][cH:5][cH:6][cH:7]1)[O:8][CH:9]([CH2:10][O:11][S:32](=[O:33])(=[O:34])[c:35]1[cH:36][cH:37][c:38]([CH3:39])[cH:40][cH:41]1)[CH2:12][O:13][CH2:14][CH2:15][CH2:16][CH2:17][CH2:18][CH2:19][CH2:20][CH2:21][CH2:22][CH2:23][CH2:24][CH2:25][CH2:26][CH2:27][CH2:28][CH2:29][CH2:30][CH3:31]. Reactants: CCP(=O)(CC)Cc1ccc(C(=O)OC)cc1, CCC=O, [Cl-], [H-], [NH4+], [Na+], C1CCOC1. Yields the product CCC=Cc1ccc(C(=O)OC)cc1. RXN SMILES: [CH2:3]([P:4]([CH2:5][CH3:6])(=[O:7])[CH2:9][c:10]1[cH:11][cH:12][c:13]([C:14](=[O:15])[O:16][CH3:17])[cH:18][cH:19]1)[CH3:8].[CH:20]([CH2:21][CH3:22])=[O:23].[Cl-:24].[H-:1].[NH4+:25].[Na+:2].[O:26]1[CH2:27][CH2:28][CH2:29][CH2:30]1>>[CH:9]([c:10]1[cH:11][cH:12][c:13]([C:14](=[O:15])[O:16][CH3:17])[cH:18][cH:19]1)=[CH:20][CH2:21][CH3:22]. Starting materials: N(=[N+]=[N-])CC1=C(N=C(N1CC1=CC=C(C=C1)C1=C(C=CC=C1)C(=O)OC)CCCC)Cl (5-Azidomethyl-2-butyl-1-[(2'-carbomethoxybiphenyl-4-yl)methyl]-4-chloroimidazole). Reagents/catalysts: [Pd] (palladium/carbon). The solvent is CO (methanol). Conditions: time 1 hour. Product: NCC1=C(N=C(N1CC1=CC=C(C=C1)C1=C(C=CC=C1)C(=O)OC)CCCC)Cl (5-Aminomethyl-2-butyl-1-[(2'-carbomethoxybiphenyl-4-yl)methyl]-4-chloroimidazole). The yield is 85.5%. RXN SMILES: [N:1]([CH2:4][C:5]1[N:9]([CH2:10][C:11]2[CH:16]=[CH:15][C:14]([C:17]3[CH:22]=[CH:21][CH:20]=[CH:19][C:18]=3[C:23]([O:25][CH3:26])=[O:24])=[CH:13][CH:12]=2)[C:8]([CH2:27][CH2:28][CH2:29][CH3:30])=[N:7][C:6]=1[Cl:31])=[N+]=[N-]>CO.[Pd]>[NH2:1][CH2:4][C:5]1[N:9]([CH2:10][C:11]2[CH:12]=[CH:13][C:14]([C:17]3[CH:22]=[CH:21][CH:20]=[CH:19][C:18]=3[C:23]([O:25][CH3:26])=[O:24])=[CH:15][CH:16]=2)[C:8]([CH2:27][CH2:28][CH2:29][CH3:30])=[N:7][C:6]=1[Cl:31]. Procedure details: 5-Azidomethyl-2-butyl-1-[(2'-carbomethoxybiphenyl-4-yl)methyl]-4-chloroimidazole (3.48 g) was hydrogenated at 1 atm in methanol (100 mL) over 10% palladium/carbon (0.5 g). After 1 hour, the mixture was filtered through Celite® and the solvent removed in vacuo to give product (2.80 g) as an oil. NMR (200 MHz, CDCl3) δ7.84 (d, 1H, J=7 Hz); 7.52 (t, 1H, J=7 Hz); 7.40 (t, 1H, J=7 Hz); 7.30 (d, 1H, J=7 Hz); 7.26 (d, 2H, J=8 Hz); 7.02 (d, 2H, J=8 Hz); 5.27 (s, 2H); 3.74 (s, 2H); 3.65 (s, 3H); 2.60 (t,... Product: O=Cc1nc2c(N3CCOCC3)nc(Cl)nc2s1. Starting materials: C1CCOC1, C[Si](C)(C)[N-][Si](C)(C)C, Clc1nc(N2CCOCC2)c2ncsc2n1, Cl, [Li+], CN(C)C=O. As a reaction SMILES: [CH2:33]1[O:34][CH2:35][CH2:36][CH2:37]1.[CH3:18][Si:19]([N-:20][Si:21]([CH3:22])([CH3:23])[CH3:24])([CH3:25])[CH3:26].[Cl:1][c:2]1[n:3][c:4]([N:11]2[CH2:12][CH2:13][O:14][CH2:15][CH2:16]2)[c:5]2[c:6]([n:7]1)[s:8][cH:9][n:10]2.[ClH:32].[Li+:17].[O:27]=[CH:28][N:29]([CH3:30])[CH3:31]>>[Cl:1][c:2]1[n:3][c:4]([N:11]2[CH2:12][CH2:13][O:14][CH2:15][CH2:16]2)[c:5]2[c:6]([n:7]1)[s:8][c:9]([CH:28]=[O:27])[n:10]2. Reaction SMILES: [CH3:1][O:2][C:3]1[CH:8]=[CH:7][C:6]([CH:9]([C:20]2[CH:25]=[CH:24][C:23]([OH:26])=[C:22]([CH3:27])[CH:21]=2)[C:10]2[C:19]3[CH2:18][CH2:17][CH2:16][CH2:15][C:14]=3[CH:13]=[CH:12][CH:11]=2)=[CH:5][CH:4]=1.C([O-])([O-])=O.[K+].[K+].Cl.ClC[CH2:37][N:38]1[CH2:43][CH2:42][CH2:41][CH2:40][CH2:39]1>CC(C)=O>[CH3:1][O:2][C:3]1[CH:8]=[CH:7][C:6]([CH:9]([C:20]2[CH:25]=[CH:24][C:23]([O:26][CH2:42][CH2:43][N:38]3[CH2:37][CH2:41][CH2:40][CH2:39]3)=[C:22]([CH3:27])[CH:21]=2)[C:10]2[C:19]3[CH2:18][CH2:17][CH2:16][CH2:15][C:14]=3[CH:13]=[CH:12][CH:11]=2)=[CH:5][CH:4]=1 |f:1.2.3,4.5|. The solvent is CC(=O)C (acetone). The product is COC1=CC=C(C=C1)C(C1=CC=CC=2CCCCC12)C1=CC(=C(C=C1)OCCN1CCCC1)C ((4-Methoxyphenyl)-(3-methyl-4-pyrrolidinoethoxy-phenyl)-5,6,7,8-tetrahydro-naphth-1-yl-methane). Starting materials: C(=O)([O-])[O-].[K+].[K+] (K2CO3), Cl.ClCCN1CCCCC1 (1-(2-chloroethyl)piperidine hydrochloride), COC1=CC=C(C=C1)C(C1=CC=CC=2CCCCC12)C1=CC(=C(C=C1)O)C ((4-methoxyphenyl)-(3-methyl-4-hydroxy-phenyl)-5,6,7,8-tetrahydro-naphth-1-yl-methane). Procedure details: A mixture of (4-methoxyphenyl)-(3-methyl-4-hydroxy-phenyl)-5,6,7,8-tetrahydro-naphth-1-yl-methane (330 mg, 0.001 mol), anhydrous. K2CO3 (2.0 gm, 0.14 mol), 1-(2-chloroethyl)piperidine hydrochloride (400 mg, 0.002 mol) and dry acetone (25.0 ml) was refluxed for 10 hrs, K2CO3 was filtered off, acetone was distilled off and the residue was diluted with water. The reaction mixture was extracted with ethyl acetate, washed with water, dried over sodium sulphate and concentrated to give an oil which wa... The reactants are C1CCOC1 (THF), C(C)OC(=O)C(C(=O)OCC)CCCCCCCC(=O)OCC (ethyl 2,9-diethoxycarbonylnonanoate), C1CCOC1 (THF), [H-].[Na+] (sodium hydride), C1CCOC1 (THF), BrC1=C(C(=C(C(=C1CBr)OC)OC)OC)OC (1-bromo-6-bromomethyl-2,3,4,5-tetramethoxybenzene). The solvent is [Cl-].[NH4+] (ammonium chloride). Conditions: time 2 hour. Product: BrC1=C(C(=C(C(=C1CC(CCCCCCCC(=O)OCC)(C(=O)OCC)C(=O)OCC)OC)OC)OC)OC (Ethyl 10-(6-bromo-2,3,4,5-tetramethoxyphenyl)-9,9-diethoxycarbonyldecanoate). Yield: 65.6%. As a reaction SMILES: C1COCC1.[CH2:6]([O:8][C:9]([CH:11]([CH2:17][CH2:18][CH2:19][CH2:20][CH2:21][CH2:22][CH2:23][C:24]([O:26][CH2:27][CH3:28])=[O:25])[C:12]([O:14][CH2:15][CH3:16])=[O:13])=[O:10])[CH3:7].[H-].[Na+].[Br:31][C:32]1[C:37]([CH2:38]Br)=[C:36]([O:40][CH3:41])[C:35]([O:42][CH3:43])=[C:34]([O:44][CH3:45])[C:33]=1[O:46][CH3:47]>[Cl-].[NH4+]>[Br:31][C:32]1[C:37]([CH2:38][C:11]([C:9]([O:8][CH2:6][CH3:7])=[O:10])([C:12]([O:14][CH2:15][CH3:16])=[O:13])[CH2:17][CH2:18][CH2:19][CH2:20][CH2:21][CH2:22][CH2:23][C:24]([O:26][CH2:27][CH3:28])=[O:25])=[C:36]([O:40][CH3:41])[C:35]([O:42][CH3:43])=[C:34]([O:44][CH3:45])[C:33]=1[O:46][CH3:47] |f:2.3,5.6|. Procedure details: A THF (10 ml) solution of ethyl 2,9-diethoxycarbonylnonanoate (8.86 g, 26.8 mmols) was dropwise added to a THF (90 ml) suspension of sodium hydride (60% oily, 1.29 g, 32.2 mmols) at room temperature. The reaction mixture was stirred for 2 hours, and then a THF (10 ml) solution of 1-bromo-6-bromomethyl-2,3,4,5-tetramethoxybenzene (10.9 g, 29.5 mmols) was dropwise added at room temperature, and stirring was continued for additional 2 hours. The reaction mixture was diluted with a saturated aqueous... Starting materials: O1CCOC12CCC(CC2)=O (1,4-Dioxa-spiro[4.5]decan-8-one), CC(C)(C)S(=O)N (2-Methyl-propane-2-sulfinic acid amide), C(=O)(O)[O-].[Na+] (NaHCO3). Reagents/catalysts: [O-]CC.[Ti+4].[O-]CC.[O-]CC.[O-]CC (titanium(IV) ethoxide). Reaction conditions: time 4 hour. The product is O1CCOC12CCC(CC2)=NS(=O)C(C)(C)C (2-Methyl-propane-2-sulfinic acid (1,4-dioxa-spiro[4.5]dec-8-ylidene)-amide). Yield: 45.8%. Reaction SMILES: [O:1]1[C:5]2([CH2:10][CH2:9][C:8](=O)[CH2:7][CH2:6]2)[O:4][CH2:3][CH2:2]1.[CH3:12][C:13]([S:16]([NH2:18])=[O:17])([CH3:15])[CH3:14].C([O-])(O)=O.[Na+]>[O-]CC.[Ti+4].[O-]CC.[O-]CC.[O-]CC>[O:1]1[C:5]2([CH2:10][CH2:9][C:8](=[N:18][S:16]([C:13]([CH3:15])([CH3:14])[CH3:12])=[O:17])[CH2:7][CH2:6]2)[O:4][CH2:3][CH2:2]1 |f:2.3,4.5.6.7.8|. Procedure: An oven dried round-bottom flask was cooled to room temperature by flushing with N2(g) for 30 min. 1,4-Dioxa-spiro[4.5]decan-8-one (1.35 g, 8.66 mmol) (dissolved in 12 mL THF), 2-Methyl-propane-2-sulfinic acid amide (1.0 g, 8.25 mmol) (dissolved in THF), and titanium(IV) ethoxide (3.77 g, 16.50 mmol) were added. The reaction was stirred for 4 h at room temperature. To the mixture was added 15 mL saturated NaHCO3 followed by filtration and an EtOAc rinse. The organic layer was dried with MgSO4, f... Starting materials: [N+](=O)([O-])C=1C=C(C=CC1)C1=NN=C(O1)O (5-(3-nitrophenyl)-1,3,4-oxadiazol-2-ol), [H][H] (hydrogen). Reagents/catalysts: [Pd] (Palladium). Solvent: CO (MeOH). Conditions: time 5 minute. The product is NC=1C=C(C=CC1)C1=NN=C(O1)O (5-(3-aminophenyl)-1,3,4-oxadiazol-2-ol). Reaction SMILES: [N+:1]([C:4]1[CH:5]=[C:6]([C:10]2[O:14][C:13]([OH:15])=[N:12][N:11]=2)[CH:7]=[CH:8][CH:9]=1)([O-])=O.[H][H]>CO.[Pd]>[NH2:1][C:4]1[CH:5]=[C:6]([C:10]2[O:14][C:13]([OH:15])=[N:12][N:11]=2)[CH:7]=[CH:8][CH:9]=1. Reported procedure: In a flask, is dissolved 5-(3-nitrophenyl)-1,3,4-oxadiazol-2-ol (369.90 mg; 1.79 mmol; 1.00 eq.) in MeOH (20.00 ml) under innert atmosphere. Palladium 10% on charcoal (190.03 mg; 0.18 mmol; 0.10 eq.) is added and the reaction mixture is stirred 5 minutes at RT. The mixture is then put under atmospheric pressure of hydrogen. The reaction is completed after 2 hours. The mixture is filtrated on celite and rinced with MeOH. The solvents are evaporated under vacuo, affording 5-(3-aminophenyl)-1,3,4-o... Starting materials: O=C([O-])O, CCN=C=NCCCN(C)C, CN(C)C(=O)c1ccc(C=CC(=O)O)cc1, ClCCl, Cl, Cc1cc(-n2ccnc2)c2cccc(OCc3c(Cl)ccc(N(C)C(=O)CN)c3Cl)c2n1, [Na+], On1nnc2ccccc21. Product: Cc1cc(-n2ccnc2)c2cccc(OCc3c(Cl)ccc(N(C)C(=O)CNC(=O)C=Cc4ccc(C(=O)N(C)C)cc4)c3Cl)c2n1. RXN SMILES: [C:71](=[O:72])([OH:73])[O-:74].[CH2:60]([N:61]=[C:62]=[N:63][CH2:64][CH2:65][CH2:66][N:67]([CH3:68])[CH3:69])[CH3:70].[CH3:33][N:34]([C:35](=[O:36])[c:37]1[cH:38][cH:39][c:40]([CH:41]=[CH:42][C:43](=[O:44])[OH:45])[cH:46][cH:47]1)[CH3:48].[Cl:76][CH2:77][Cl:78].[ClH:59].[NH2:1][CH2:2][C:3](=[O:4])[N:5]([CH3:6])[c:7]1[c:8]([Cl:32])[c:9]([CH2:10][O:11][c:12]2[cH:13][cH:14][cH:15][c:16]3[c:17](-[n:23]4[cH:24][n:25][cH:26][cH:27]4)[cH:18][c:19]([CH3:22])[n:20][c:21]23)[c:28]([Cl:31])[cH:29][cH:30]1.[Na+:75].[OH:49][n:50]1[c:51]2[cH:52][cH:53][cH:54][cH:55][c:56]2[n:57][n:58]1>>[NH:1]([CH2:2][C:3](=[O:4])[N:5]([CH3:6])[c:7]1[c:8]([Cl:32])[c:9]([CH2:10][O:11][c:12]2[cH:13][cH:14][cH:15][c:16]3[c:17](-[n:23]4[cH:24][n:25][cH:26][cH:27]4)[cH:18][c:19]([CH3:22])[n:20][c:21]23)[c:28]([Cl:31])[cH:29][cH:30]1)[C:43]([CH:42]=[CH:41][c:40]1[cH:39][cH:38][c:37]([C:35]([N:34]([CH3:33])[CH3:48])=[O:36])[cH:47][cH:46]1)=[O:44]. Reactants: hydrochloride salt, Cl (HCl), NCCCN1CCC(CC1)C1=NOC2=C1C=CC(=C2)F (1-(3-aminopropyl)-4-(6-fluoro-1,2-benzisoxazol-3-yl)piperidine), [C@@H]12[C@@H](CCCC1)C(=O)OC2=O (cis-1,2-cyclohexane-dicarboxylic anhydride). Solvent: N1=CC=CC=C1 (pyridine), C(C)O (ethanol). Product: Cl.FC1=CC2=C(C(=NO2)C2CCN(CC2)CCCN2C([C@H]3CCCC[C@H]3C2=O)=O)C=C1 (cis-2-[3-[4-(6-fluoro-1,2-benzisoxazol-3-yl)-1-piperidinyl]propyl]-hexahydro-1H-isoindole-1,3-dione hydrochloride). RXN SMILES: [NH2:1][CH2:2][CH2:3][CH2:4][N:5]1[CH2:10][CH2:9][CH:8]([C:11]2[C:15]3[CH:16]=[CH:17][C:18]([F:20])=[CH:19][C:14]=3[O:13][N:12]=2)[CH2:7][CH2:6]1.[C@@H:21]12[C:30](=O)[O:29][C:27](=[O:28])[C@@H:22]1[CH2:23][CH2:24][CH2:25][CH2:26]2.[ClH:32]>N1C=CC=CC=1.C(O)C>[ClH:32].[F:20][C:18]1[CH:17]=[CH:16][C:15]2[C:11]([CH:8]3[CH2:9][CH2:10][N:5]([CH2:4][CH2:3][CH2:2][N:1]4[C:27](=[O:28])[C@H:22]5[C@H:21]([CH2:26][CH2:25][CH2:24][CH2:23]5)[C:30]4=[O:29])[CH2:6][CH2:7]3)=[N:12][O:13][C:14]=2[CH:19]=1 |f:5.6|. Reported procedure: A mixture of 1-(3-aminopropyl)-4-(6-fluoro-1,2-benzisoxazol-3-yl)piperidine (3.01 g, 10.8 mmol) and cis-1,2-cyclohexane-dicarboxylic anhydride (1.9 g, 12.3 mmol) in dry pyridine (30 ml) was heated at reflux for 16 hours. The dark brown solution was concentrated to dryness on a rotary evaporator. The crude residue was purified twice by flash chromatography over a silica gel column. The pure product thus obtained weighed 2.5 g (67%). This was converted to the hydrochloride salt by treatment with H...